From a dataset of the Open Reaction Database (ORD), a public repository of structured organic reaction records. describe an organic reaction: reactants, conditions, products, and yield Reactants: CN1C(CC[C@@]2(C3=C(CC[C@@H]12)C=C(C=C3)S)C)=O ((+)-(4aR)-(10bR)-4-methyl-8-mercapto-10b-methyl-1,2,3,4,4a,-5,6,10b-octahydrobenzo[f]quinolin-3-one), C([O-])([O-])=O.[K+].[K+] (potassium carbonate), ClC=1SC2=C(N1)C=C(C=C2)[N+](=O)[O-] (2-chloro-5-nitro-benzothiazole), CN(C=O)C (dimethylformamide). Solvent: C(C)(=O)OCC (ethyl acetate). Yields the product CN1C(CC[C@@]2(C3=C(CC[C@@H]12)C=C(C=C3)SC=3SC1=C(N3)C=C(C=C1)[N+](=O)[O-])C)=O ((+)-(4aR)-(10bR)-4-methyl-8-(5-nitro-2-benzothiazolylthio)-10b-methyl-1,2,3,4,4a,5,6,10b-octahydrobenzo[f]quinolin-3-one). Yield: 58.1%. RXN SMILES: [CH3:1][N:2]1[C@H:11]2[C@@:6]([CH3:17])([C:7]3[CH:15]=[CH:14][C:13]([SH:16])=[CH:12][C:8]=3[CH2:9][CH2:10]2)[CH2:5][CH2:4][C:3]1=[O:18].C(=O)([O-])[O-].[K+].[K+].Cl[C:26]1[S:27][C:28]2[CH:34]=[CH:33][C:32]([N+:35]([O-:37])=[O:36])=[CH:31][C:29]=2[N:30]=1.CN(C)C=O>C(OCC)(=O)C>[CH3:1][N:2]1[C@H:11]2[C@@:6]([CH3:17])([C:7]3[CH:15]=[CH:14][C:13]([S:16][C:26]4[S:27][C:28]5[CH:34]=[CH:33][C:32]([N+:35]([O-:37])=[O:36])=[CH:31][C:29]=5[N:30]=4)=[CH:12][C:8]=3[CH2:9][CH2:10]2)[CH2:5][CH2:4][C:3]1=[O:18] |f:1.2.3|. Reported procedure: A 15 mL round bottom flask was charged with (+)-(4aR)-(10bR)-4-methyl-8-mercapto-10b-methyl-1,2,3,4,4a,-5,6,10b-octahydrobenzo[f]quinolin-3-one (100 mg, 0.38 mmol), potassium carbonate (158 mg, 1.14 mmol), 2-chloro-5-nitro-benzothiazole (99 mg, 0.46 mmol) and 1 mL of anhydrous dimethylformamide, fitted with a reflux condenser, and the stirred mixture was heated at 60°, under nitrogen, for 18 h. The mixture was cooled, diluted with ethyl acetate (75 mL) and washed with brine (2×25 mL). The combin... Starting materials: O (H2O), IC=1C=C(C=O)C=CC1 (3-Iodobenzaldehyde), NO.Cl (H2NOH.HCl), [OH-].[K+] (KOH). Solvent: CO (MeOH), C1CCOC1 (THF), CO (MeOH), C1CCOC1 (THF). Yields the product IC=1C=C(CNO)C=CC1 (N-(3-Iodobenzyl)hydroxylamine). As a reaction SMILES: [I:1][C:2]1[CH:3]=[C:4]([CH:7]=[CH:8][CH:9]=1)[CH:5]=O.[NH2:10][OH:11].Cl.[OH-].[K+].O>CO.C1COCC1>[I:1][C:2]1[CH:3]=[C:4]([CH:7]=[CH:8][CH:9]=1)[CH2:5][NH:10][OH:11] |f:1.2,3.4|. Reported procedure: 3-Iodobenzaldehyde prepared above (8.1 g, 34.9 mmol) was dissolved in 50 mL MeOH and 20 mL THF. After addition of H2NOH.HCl (10 mL H2O) and 6N KOH, an additional 20 mL H2O, 10 mL THF, and 10 mL MeOH were added. The product was recovered as a white solid (7.96 g, 91.6%, 92% desired product). mp: 63.0-70.0° C. IR (film): 3256, 3056, 2857, 1591, 1564, 1470, 1420, 1063, 995, 777. 1H-NMR (400 MHz, CDCl3): δ 7.73 (t, 1H, J=1.6, C6-H), 7.63 (dt, 1H, J=7.9, 1.3, C5-H), 7.31 (d, 1H, J=7.6, C7-H), 7.09 (t... Reactants: C(=O)([O-])[O-].[K+].[K+] (K2CO3), CI (MeI), C1CC(=O)N(C1=O)Br (NBS), C(#N)C1=C(C=CC=C1)O (o-cyanophenol), C(C)(C)NC(C)C (diisopropylamine), C1CC(=O)N(C1=O)Br (NBS). Solvent: CCOC(=O)C (EtOAc), O (water), CN(C)C=O (DMF), C1(=CC=CC=C1)C (PhMe). Run at time 2 hour. Yields the product BrC=1C(=C(C#N)C=CC1)O (3-bromo-2-hydroxybenzonitrile). As a reaction SMILES: [C:1]([C:3]1[CH:8]=[CH:7][CH:6]=[CH:5][C:4]=1[OH:9])#[N:2].C(NC(C)C)(C)C.C1C(=O)N([Br:24])C(=O)C1.C([O-])([O-])=O.[K+].[K+].CI>C1(C)C=CC=CC=1.CCOC(C)=O.CN(C=O)C.O>[Br:24][C:5]1[C:4]([OH:9])=[C:3]([CH:8]=[CH:7][CH:6]=1)[C:1]#[N:2] |f:3.4.5|. Procedure: To a solution of o-cyanophenol (0.595 g; 5.00 mmol) and diisopropylamine (0.060 mL; 0.40 mmol) in PhMe (50 mL) at 70° C. was added NBS (0.980 g; 5.50 mmol) in one portion. The mixture was stirred 2 h, an additional portion of NBS (0.089 g; 0.5 mmol) was added and heating continued until disappearance of starting material was observed (TLC). The mixture was cooled, diluted with EtOAc washed (water, brine), dried over Na2SO4 and concentrated in vacuo. Attempted resolution of the two reaction produ... Reactants: ClC1=NC(OC2=C1C=CC=C2)=O (4-chloro-benzo[e][1,3]oxazin-2-one), Cl.Cl.NC(C(=O)NC1(CCN(CC1)C)C#N)CC1CCCCC1 (2-amino-N-(4-cyano-1-methyl-piperidin-4-yl)-3-cyclohexyl-propionamide bis hydrochloride salt). The product is C(#N)C1(CCN(CC1)C)NC(C(CC1CCCCC1)NC1=NC(OC2=C1C=CC=C2)=O)=O (N-(4-cyano-1-methyl-piperidin-4-yl)-3-cyclohexyl-2-(2-oxo-2H-benzo[e][1,3]oxazin-4-ylamino)-propionamide). RXN SMILES: Cl[C:2]1[C:7]2[CH:8]=[CH:9][CH:10]=[CH:11][C:6]=2[O:5][C:4](=[O:12])[N:3]=1.Cl.Cl.[NH2:15][CH:16]([CH2:29][CH:30]1[CH2:35][CH2:34][CH2:33][CH2:32][CH2:31]1)[C:17]([NH:19][C:20]1([C:27]#[N:28])[CH2:25][CH2:24][N:23]([CH3:26])[CH2:22][CH2:21]1)=[O:18]>>[C:27]([C:20]1([NH:19][C:17](=[O:18])[CH:16]([NH:15][C:2]2[C:7]3[CH:8]=[CH:9][CH:10]=[CH:11][C:6]=3[O:5][C:4](=[O:12])[N:3]=2)[CH2:29][CH:30]2[CH2:31][CH2:32][CH2:33][CH2:34][CH2:35]2)[CH2:21][CH2:22][N:23]([CH3:26])[CH2:24][CH2:25]1)#[N:28] |f:1.2.3|. Procedure: The title compound was prepared starting from 4-chloro-benzo[e][1,3]oxazin-2-one (prepared from benzo [e][1,3]oxazin-2,4-dione and PCl5 in refluxing toluene) and 2-amino-N-(4-cyano-1-methyl-piperidin-4-yl)-3-cyclohexyl-propionamide bis hydrochloride salt according to the procedure from Example 10. MS, m/z 438=M+1.